This data is from the Open Reaction Database (ORD), a public repository of structured organic reaction records. The task is: describe an organic reaction: reactants, conditions, products, and yield Starting materials: ClCCl, OC1CN(C(c2ccccc2)c2ccccc2)C1. Yields the product O=C1CN(C(c2ccccc2)c2ccccc2)C1. As a reaction SMILES: [CH2:19]([Cl:20])[Cl:21].[CH:1]([c:2]1[cH:3][cH:4][cH:5][cH:6][cH:7]1)([c:8]1[cH:9][cH:10][cH:11][cH:12][cH:13]1)[N:14]1[CH2:15][CH:16]([OH:18])[CH2:17]1>>[CH:1]([c:2]1[cH:3][cH:4][cH:5][cH:6][cH:7]1)([c:8]1[cH:9][cH:10][cH:11][cH:12][cH:13]1)[N:14]1[CH2:15][C:16](=[O:18])[CH2:17]1. Reactants: BrC1=C(C=C(C(=C1)F)F)O (2-bromo-4,5-difluorophenol), BrCC(C)=O (bromoacetone). Yields the product BrC1=CC(=C(C=2C(=COC21)C)F)F (7-bromo-4,5-difluoro-3-methyl-1-benzofuran). The yield is 12.0%. RXN SMILES: [Br:1][C:2]1[CH:7]=[C:6]([F:8])[C:5]([F:9])=[CH:4][C:3]=1[OH:10].Br[CH2:12][C:13](=O)[CH3:14]>>[Br:1][C:2]1[C:3]2[O:10][CH:12]=[C:13]([CH3:14])[C:4]=2[C:5]([F:9])=[C:6]([F:8])[CH:7]=1. Procedure details: An operation similar to that in Step 1 of Example 12 was performed using 2-bromo-4,5-difluorophenol (1.05 g, 5.00 mmol) in place of 2-bromo-4-fluorophenol, and bromoacetone (0.504 mL, 6.00 mmol) in place of bromoacetaldehyde dimethyl acetal to thus obtain the title compound.